This data is from the Open Reaction Database (ORD), a public repository of structured organic reaction records. The task is: describe an organic reaction: reactants, conditions, products, and yield The reactants are BrC=1C=C(C=NC1Cl)C(=O)O (5-bromo-6-chloro-3-pyridinecarboxylic acid), NC[C@](O)(C1CC1)C ((R)-α-(aminomethyl)-α-methyl-cyclopropanemethanol), N1=CC(=CC=C1)CO (3-pyridinemethanol), ClC1=CC=C(C=C1)B(O)O ((4-chloro-phenyl)-boronic acid). The product is ClC1=CC=C(C=C1)C=1C(=NC=C(C(=O)NC[C@](C)(O)C2CC2)C1)OCC=1C=NC=CC1 (5-(4-chloro-phenyl)-N-((R)-2-cyclopropyl-2-hydroxy-propyl)-6-(pyridin-3-ylmethoxy)-nicotinamide). RXN SMILES: Br[C:2]1[CH:3]=[C:4]([C:9]([OH:11])=O)[CH:5]=[N:6][C:7]=1Cl.[N:12]1[CH:17]=[CH:16][CH:15]=[C:14]([CH2:18][OH:19])[CH:13]=1.[Cl:20][C:21]1[CH:26]=[CH:25][C:24](B(O)O)=[CH:23][CH:22]=1.[NH2:30][CH2:31][C@@:32]([CH3:37])([CH:34]1[CH2:36][CH2:35]1)[OH:33]>>[Cl:20][C:21]1[CH:26]=[CH:25][C:24]([C:16]2[C:17]([O:11][CH2:9][C:4]3[CH:5]=[N:6][CH:7]=[CH:2][CH:3]=3)=[N:12][CH:13]=[C:14]([CH:15]=2)[C:18]([NH:30][CH2:31][C@@:32]([CH:34]2[CH2:36][CH2:35]2)([OH:33])[CH3:37])=[O:19])=[CH:23][CH:22]=1. Reported procedure: The title compound was synthesized in analogy to Example 75, using 5-bromo-6-chloro-3-pyridinecarboxylic acid, 3-pyridinemethanol, (4-chloro-phenyl)-boronic acid and (R)-α-(aminomethyl)-α-methyl-cyclopropanemethanol as starting materials to yield 5-(4-chloro-phenyl)-N-((R)-2-cyclopropyl-2-hydroxy-propyl)-6-(pyridin-3-ylmethoxy)-nicotinamide, MS (ISP) 438.1 (M+H)+. Starting materials: perfluorobutyric acid fluorides, [F-].[K+] (potassium fluoride), COC(=C(C(F)(F)F)C(F)(F)F)F (1-methoxyheptafluoro-1-isobutene). Run in COCCOCCOC (diglyme). Conditions: time 34 hour. The product is C(F)(F)(F)CC(F)(F)F (CF3CH2CF3). Isolated yield 39.5%. As a reaction SMILES: [F-].[K+].COC(F)=[C:6]([C:11]([F:14])([F:13])[F:12])[C:7]([F:10])([F:9])[F:8]>COCCOCCOC>[C:7]([CH2:6][C:11]([F:14])([F:13])[F:12])([F:10])([F:9])[F:8] |f:0.1|. Procedure: Using essentially the same procedure as in Example 1, an isomeric mixture of the perfluorobutyric acid fluorides (2.67 g with summary acyl fluorides content 81%, 10 mmol), potassium fluoride (0.78 g, 13 mmol), the 1-methoxyheptafluoro-1-isobutene (5.10 g, 96% purity, 23 mmol) was combined in 8.54 g diglyme and agitated at room temperature for 34 hours. The reactor was vented and 5.44 g of material collected in the trap. The material consisted of (GC %): 4.0% starting C4 acyl fluoride, 35.3% C4F9...